From a dataset of the Open Reaction Database (ORD), a public repository of structured organic reaction records. describe an organic reaction: reactants, conditions, products, and yield Reactants: N(=O)[O-].[Na+] (sodium nitrite), [I-].[K+] (potassium iodide), S(=O)([O-])[O-].[Na+].[Na+] (sodium sulfite), FC1=C(C=C(N)C=C1)[N+](=O)[O-] (4-fluoro-3-nitroaniline). The solvent is O (water), O (water), Cl (hydrochloric acid). Run at temperature -15 celsius, time 30 minute. Yields the product FC1=C(C=C(C=C1)I)[N+](=O)[O-] (4-Fluoro-1-iodo-3-nitrobenzene). Yield: 70.9%. Reaction SMILES: [F:1][C:2]1[CH:8]=[CH:7][C:5](N)=[CH:4][C:3]=1[N+:9]([O-:11])=[O:10].N([O-])=O.[Na+].[I-:16].[K+].S([O-])([O-])=O.[Na+].[Na+]>Cl.O>[F:1][C:2]1[CH:8]=[CH:7][C:5]([I:16])=[CH:4][C:3]=1[N+:9]([O-:11])=[O:10] |f:1.2,3.4,5.6.7|. Procedure details: A vigorously stirred suspension of 4-fluoro-3-nitroaniline (25 g, 0.16 mol) in conc. hydrochloric acid (125 ml) was cooled to −15° C. A solution of sodium nitrite (12.1 g, 0.18 mol) in water (25 ml) was added drop-wise keeping the temperature at −15° C. Following the addition the mixture was stirred for 15 min whereafter a solution of potassium iodide (33.4 g, 0.2 mol) in water (65 ml) was added over 45 min. At the end of the addition the mixture was stirred for additionally 30 min at ambient te... The reactants are COc1ccccc1Br, C1CCOC1, [F-], OB(O)c1ccc(C(F)(F)F)cc1, [K+]. Product: COc1ccccc1-c1ccc(C(F)(F)F)cc1. Reaction SMILES: [Br:1][c:2]1[c:3]([O:8][CH3:9])[cH:4][cH:5][cH:6][cH:7]1.[CH2:25]1[O:26][CH2:27][CH2:28][CH2:29]1.[F-:23].[F:10][C:11]([c:12]1[cH:13][cH:14][c:15]([B:18]([OH:19])[OH:20])[cH:16][cH:17]1)([F:21])[F:22].[K+:24]>>[c:2]1(-[c:15]2[cH:14][cH:13][c:12]([C:11]([F:10])([F:21])[F:22])[cH:17][cH:16]2)[c:3]([O:8][CH3:9])[cH:4][cH:5][cH:6][cH:7]1. Starting materials: COCCOC, CC(C)(C)OC(=O)N1CCN(Cc2ccc(B3OC(C)(C)C(C)(C)O3)cc2)CC1, CCOC(C)=O, O=[N+]([O-])c1ccc(Oc2ccnc3cc(I)sc23)c(F)c1, [Na+], O=C([O-])O, O, c1ccc(P(c2ccccc2)(c2ccccc2)[Pd](P(c2ccccc2)(c2ccccc2)c2ccccc2)(P(c2ccccc2)(c2ccccc2)c2ccccc2)P(c2ccccc2)(c2ccccc2)c2ccccc2)cc1. Product: CC(C)(C)OC(=O)N1CCN(Cc2ccc(-c3cc4nccc(Oc5ccc([N+](=O)[O-])cc5F)c4s3)cc2)CC1. RXN SMILES: [CH3:140][O:141][CH2:142][CH2:143][O:144][CH3:145].[CH3:1][C:2]1([CH3:3])[C:4]([CH3:5])([CH3:6])[O:7][B:8]([c:9]2[cH:10][cH:11][c:12]([CH2:13][N:14]3[CH2:15][CH2:16][N:17]([C:20](=[O:21])[O:22][C:23]([CH3:24])([CH3:25])[CH3:26])[CH2:18][CH2:19]3)[cH:27][cH:28]2)[O:29]1.[CH3:57][CH2:58][O:59][C:60]([CH3:61])=[O:62].[F:30][c:31]1[c:32]([O:33][c:34]2[c:35]3[c:36]([n:37][cH:38][cH:39]2)[cH:40][c:41]([I:43])[s:42]3)[cH:44][cH:45][c:46]([N+:48](=[O:49])[O-:50])[cH:47]1.[Na+:55].[O-:51][C:52]([OH:53])=[O:54].[OH2:56].[cH:63]1[cH:64][cH:65][c:66]([P:67]([Pd:68]([P:69]([c:70]2[cH:71][cH:72][cH:73][cH:74][cH:75]2)([c:76]2[cH:77][cH:78][cH:79][cH:80][cH:81]2)[c:82]2[cH:83][cH:84][cH:85][cH:86][cH:87]2)([P:88]([c:89]2[cH:90][cH:91][cH:92][cH:93][cH:94]2)([c:95]2[cH:96][cH:97][cH:98][cH:99][cH:100]2)[c:101]2[cH:102][cH:103][cH:104][cH:105][cH:106]2)[P:107]([c:108]2[cH:109][cH:110][cH:111][cH:112][cH:113]2)([c:114]2[cH:115][cH:116][cH:117][cH:118][cH:119]2)[c:120]2[cH:121][cH:122][cH:123][cH:124][cH:125]2)([c:126]2[cH:127][cH:128][cH:129][cH:130][cH:131]2)[c:132]2[cH:133][cH:134][cH:135][cH:136][cH:137]2)[cH:138][cH:139]1>>[c:9]1(-[c:41]2[cH:40][c:36]3[c:35]([c:34]([O:33][c:32]4[c:31]([F:30])[cH:47][c:46]([N+:48](=[O:49])[O-:50])[cH:45][cH:44]4)[cH:39][cH:38][n:37]3)[s:42]2)[cH:10][cH:11][c:12]([CH2:13][N:14]2[CH2:15][CH2:16][N:17]([C:20](=[O:21])[O:22][C:23]([CH3:24])([CH3:25])[CH3:26])[CH2:18][CH2:19]2)[cH:27][cH:28]1. Starting materials: COC1=C(C(=O)O)C=C(C=C1)OC(F)(F)F (2-methoxy-5-trifluoromethoxybenzoic acid), C(C(=O)Cl)(=O)Cl (oxalyl chloride). The reagents and catalysts are CN(C=O)C (dimethylformamide). Solvent: ClCCl (dichloromethane). Reaction conditions: time 3 hour. Yields the product COC1=C(C(=O)Cl)C=C(C=C1)OC(F)(F)F (2-Methoxy-5-trifluoromethoxybenzoyl chloride). Reaction SMILES: [CH3:1][O:2][C:3]1[CH:11]=[CH:10][C:9]([O:12][C:13]([F:16])([F:15])[F:14])=[CH:8][C:4]=1[C:5](O)=[O:6].C(Cl)(=O)C([Cl:20])=O>CN(C)C=O.ClCCl>[CH3:1][O:2][C:3]1[CH:11]=[CH:10][C:9]([O:12][C:13]([F:16])([F:15])[F:14])=[CH:8][C:4]=1[C:5]([Cl:20])=[O:6]. Procedure details: Combine 2-methoxy-5-trifluoromethoxybenzoic acid (0.6 g, 2.53 mmol) and dichloromethane (10 mL). Cool in an ice bath. Add dropwise oxalyl chloride (0.64 mL, 5.0 mmol) followed by dimethylformamide (1 drop). Warm to ambient temperature. After 3 hours, evaporate in vacuo and dry to give the title compound. The reactants are C(#N)C=1NC=C(N1)C1=C(C=C(C=C1)Cl)Cl (2-cyano-4-(2,4-dichlorophenyl)imidazole), [H-].[Na+] (sodium hydride), CN(P(=O)(N(C)C)Cl)C (tetramethylphosphorodiamidic chloride), O (water). Run in O1CCCC1 (tetrahydrofuran), O1CCCC1 (tetrahydrofuran). Conditions: time 2 hour. The product is CN(C)P(=O)(N1C(=NC(=C1)C1=C(C=C(C=C1)Cl)Cl)C#N)N(C)C (1-[bis(dimethylamino)phosphinyl]-2-cyano-4-(2,4-dichlorophenyl)imidazole). RXN SMILES: [C:1]([C:3]1[NH:4][CH:5]=[C:6]([C:8]2[CH:13]=[CH:12][C:11]([Cl:14])=[CH:10][C:9]=2[Cl:15])[N:7]=1)#[N:2].[H-].[Na+].[CH3:18][N:19]([CH3:26])[P:20](Cl)([N:22]([CH3:24])[CH3:23])=[O:21].O>O1CCCC1>[CH3:18][N:19]([P:20]([N:22]([CH3:24])[CH3:23])([N:4]1[CH:5]=[C:6]([C:8]2[CH:13]=[CH:12][C:11]([Cl:14])=[CH:10][C:9]=2[Cl:15])[N:7]=[C:3]1[C:1]#[N:2])=[O:21])[CH3:26] |f:1.2|. Procedure: A solution of 2-cyano-4-(2,4-dichlorophenyl)imidazole (1.0 g) in tetrahydrofuran (30 ml) was treated with sodium hydride (0.16 g of 80% dispersion in oil) at 0°. A solution of tetramethylphosphorodiamidic chloride (0.89 g) in tetrahydrofuran (10 ml) was added dropwise and the mixture stirred for 11/2 hours under nitrogen. It was then poured into water, stirred, and the precipitate filtered, dried and recrystalllsed from toluene/hexane to give 1-[bis(dimethylamino)phosphinyl]-2-cyano-4-(2,4-dichl...